Dataset: the Open Reaction Database (ORD), a public repository of structured organic reaction records. Task: describe an organic reaction: reactants, conditions, products, and yield The reactants are CCO, CCOC(=O)C(=NO)c1ccccn1. Product: CCOC(=O)C(N)c1ccccn1. As a reaction SMILES: [CH3:15][CH2:16][OH:17].[OH:1][N:2]=[C:3]([C:4](=[O:5])[O:6][CH2:7][CH3:8])[c:9]1[n:10][cH:11][cH:12][cH:13][cH:14]1>>[NH2:2][CH:3]([C:4](=[O:5])[O:6][CH2:7][CH3:8])[c:9]1[n:10][cH:11][cH:12][cH:13][cH:14]1. Starting materials: CCOC(=O)CC1CN=C(c2cc3cccc(N(C)S(=O)(=O)c4cccs4)c3[nH]2)S1, [K+], C1CCOC1, [OH-], O=C(O)CC(O)(CC(=O)O)C(=O)O. The product is CN(c1cccc2cc(C3=NCC(CC(=O)O)S3)[nH]c12)S(=O)(=O)c1cccs1. Reaction SMILES: [CH3:1][N:2]([c:3]1[cH:4][cH:5][cH:6][c:7]2[cH:8][c:9]([C:12]3=[N:16][CH2:15][CH:14]([CH2:17][C:18](=[O:19])[O:20][CH2:21][CH3:22])[S:13]3)[nH:10][c:11]12)[S:23](=[O:24])(=[O:25])[c:26]1[s:27][cH:28][cH:29][cH:30]1.[K+:32].[O:46]1[CH2:47][CH2:48][CH2:49][CH2:50]1.[OH-:31].[OH:33][C:34]([CH2:35][C:36]([C:37](=[O:38])[OH:39])([CH2:40][C:41](=[O:42])[OH:43])[OH:44])=[O:45]>>[CH3:1][N:2]([c:3]1[cH:4][cH:5][cH:6][c:7]2[cH:8][c:9]([C:12]3=[N:16][CH2:15][CH:14]([CH2:17][C:18](=[O:19])[OH:20])[S:13]3)[nH:10][c:11]12)[S:23](=[O:24])(=[O:25])[c:26]1[s:27][cH:28][cH:29][cH:30]1.